From a dataset of the Open Reaction Database (ORD), a public repository of structured organic reaction records. describe an organic reaction: reactants, conditions, products, and yield The reactants are O=C([O-])O, CCOC(C)=O, CC#N, O=C(OC(=O)C(F)(F)F)C(F)(F)F, Cc1ccc(C#N)nc1-c1cccc(F)c1, [Na+]. Product: Cc1ccc(C#N)[n+]([O-])c1-c1cccc(F)c1. RXN SMILES: [C:36](=[O:37])([O-:38])[OH:39].[CH3:30][CH2:31][O:32][C:33](=[O:34])[CH3:35].[CH3:41][C:42]#[N:43].[F:17][C:18]([F:19])([F:21])[C:22](=[O:20])[O:23][C:24](=[O:25])[C:26]([F:27])([F:28])[F:29].[F:1][c:2]1[cH:3][c:4](-[c:8]2[c:9]([CH3:16])[cH:10][cH:11][c:12]([C:14]#[N:15])[n:13]2)[cH:5][cH:6][cH:7]1.[Na+:40]>>[F:1][c:2]1[cH:3][c:4](-[c:8]2[c:9]([CH3:16])[cH:10][cH:11][c:12]([C:14]#[N:15])[n+:13]2[O-:20])[cH:5][cH:6][cH:7]1. The reactants are CC(C)=O, [Na+], O, C=C(C)C(C(=O)OC)N1C(=O)C(NC(=O)Cc2ccccc2)C1SSc1nc2ccccc2s1, Cc1ccc(S(=O)(=S)Oc2nc3ccccc3s2)cc1, Cc1ccc(S(=O)[O-])cc1. Product: C=C(C)C(C(=O)OC)N1C(=O)C(NC(=O)Cc2ccccc2)C1SS(=O)(=O)c1ccc(C)cc1. RXN SMILES: [CH3:67][C:68](=[O:69])[CH3:70].[Na+:66].[OH2:55].[c:1]1([CH2:7][C:8](=[O:9])[NH:10][CH:11]2[C:12](=[O:34])[N:13]([CH:26]([C:27](=[O:28])[O:29][CH3:30])[C:31](=[CH2:32])[CH3:33])[CH:14]2[S:15][S:16][c:17]2[s:18][c:19]3[cH:20][cH:21][cH:22][cH:23][c:24]3[n:25]2)[cH:2][cH:3][cH:4][cH:5][cH:6]1.[c:35]1([CH3:54])[cH:36][cH:37][c:38]([S:41](=[O:42])([O:43][c:44]2[s:45][c:46]3[cH:47][cH:48][cH:49][cH:50][c:51]3[n:52]2)=[S:53])[cH:39][cH:40]1.[c:56]1([CH3:57])[cH:58][cH:59][c:60]([S:61]([O-:62])=[O:63])[cH:64][cH:65]1>>[c:1]1([CH2:7][C:8](=[O:9])[NH:10][CH:11]2[C:12](=[O:34])[N:13]([CH:26]([C:27](=[O:28])[O:29][CH3:30])[C:31](=[CH2:32])[CH3:33])[CH:14]2[S:43][S:41]([c:38]2[cH:37][cH:36][c:35]([CH3:54])[cH:40][cH:39]2)(=[O:42])=[O:53])[cH:2][cH:3][cH:4][cH:5][cH:6]1.